From a dataset of the Open Reaction Database (ORD), a public repository of structured organic reaction records. describe an organic reaction: reactants, conditions, products, and yield Starting materials: ClC1=CC=C(C=C1)N1C([C@H](CC1)CN1CCN(CC1)CCOC)=O ((R)-1-(4-chlorophenyl)-3-(4-(2-methoxyethyl)piperazin-1-yl)methyl-2-pyrrolidinone), C(\C=C\C(=O)O)(=O)O (fumaric acid). Solvent: O.C(C)O (water ethanol). Yields the product C(\C=C\C(=O)O)(=O)O.C(\C=C\C(=O)O)(=O)O.ClC1=CC=C(C=C1)N1C([C@H](CC1)CN1CCN(CC1)CCOC)=O ((R)-1-(4-chlorophenyl)-3-(4-(2-methoxyethyl)piperazin-1-yl)methyl-2-pyrrolidinone difumarate). The yield is 89.8%. As a reaction SMILES: [Cl:1][C:2]1[CH:7]=[CH:6][C:5]([N:8]2[CH2:12][CH2:11][C@H:10]([CH2:13][N:14]3[CH2:19][CH2:18][N:17]([CH2:20][CH2:21][O:22][CH3:23])[CH2:16][CH2:15]3)[C:9]2=[O:24])=[CH:4][CH:3]=1.[C:25]([OH:32])(=[O:31])/[CH:26]=[CH:27]/[C:28]([OH:30])=[O:29]>O.C(O)C>[C:25]([OH:32])(=[O:31])/[CH:26]=[CH:27]/[C:28]([OH:30])=[O:29].[C:25]([OH:32])(=[O:31])/[CH:26]=[CH:27]/[C:28]([OH:30])=[O:29].[Cl:1][C:2]1[CH:7]=[CH:6][C:5]([N:8]2[CH2:12][CH2:11][C@H:10]([CH2:13][N:14]3[CH2:15][CH2:16][N:17]([CH2:20][CH2:21][O:22][CH3:23])[CH2:18][CH2:19]3)[C:9]2=[O:24])=[CH:4][CH:3]=1 |f:2.3,4.5.6|. Procedure: Into 62 mL of 13% water-ethanol were suspended 5.00 g of (R)-1-(4-chlorophenyl)-3-(4-(2-methoxyethyl)piperazin-1-yl)methyl-2-pyrrolidinone and 3.30 g of fumaric acid. After making it homogeneous by heating under reflux, the solution was cooled. The precipitated solid was filtered and dried to give 7.45 g of the title compound. Starting materials: COc1cccc(C2=C(CC(C)=O)C(=O)NCCC2)c1, C1CCNC1, O, O, Cc1ccc(S(=O)(=O)O)cc1, c1ccccc1. Product: COc1cccc(C2=C(CC(C)N3CCCC3)C(=O)NCCC2)c1. As a reaction SMILES: [CH2:1]([C:2](=[O:3])[CH3:4])[C:5]1=[C:11]([c:12]2[cH:13][c:14]([O:18][CH3:19])[cH:15][cH:16][cH:17]2)[CH2:10][CH2:9][CH2:8][NH:7][C:6]1=[O:20].[CH2:21]1[CH2:22][CH2:23][NH:24][CH2:25]1.[OH2:26].[OH2:38].[c:27]1([CH3:28])[cH:29][cH:30][c:31]([S:32]([OH:33])(=[O:34])=[O:35])[cH:36][cH:37]1.[cH:39]1[cH:40][cH:41][cH:42][cH:43][cH:44]1>>[CH2:1]([CH:2]([CH3:4])[N:24]1[CH2:23][CH2:22][CH2:21][CH2:25]1)[C:5]1=[C:11]([c:12]2[cH:13][c:14]([O:18][CH3:19])[cH:15][cH:16][cH:17]2)[CH2:10][CH2:9][CH2:8][NH:7][C:6]1=[O:20].